From a dataset of the Open Reaction Database (ORD), a public repository of structured organic reaction records. describe an organic reaction: reactants, conditions, products, and yield Reaction conditions: time 5 hour. Procedure: A 5 N sodium hydroxide solution (2 mL) was added to a solution of methyl 5-chloropyrazine-2-carboxylate (150 mg) in ethanol (4 mL), and the mixture was stirred at room temperature for five hours. Ethyl acetate and water were added to the reaction solution, and the aqueous layer was separated. The aqueous layer was made acidic with concentrated hydrochloric acid. Brine and ethyl acetate were added to the mixture, and the organic layer was separated. The organic layer was dried over anhydrous magn... Product: C(C)OC=1N=CC(=NC1)C(=O)O (5-ethoxypyrazine-2-carboxylic acid). Run in C(C)O (ethanol). Starting materials: [OH-].[Na+] (sodium hydroxide), ClC=1N=CC(=NC1)C(=O)OC (methyl 5-chloropyrazine-2-carboxylate), C(C)(=O)OCC (Ethyl acetate), O (water). Reaction SMILES: [OH-].[Na+].Cl[C:4]1[N:5]=[CH:6][C:7]([C:10]([O:12]C)=[O:11])=[N:8][CH:9]=1.[C:14](OCC)(=[O:16])[CH3:15].O>C(O)C>[CH2:14]([O:16][C:4]1[N:5]=[CH:6][C:7]([C:10]([OH:12])=[O:11])=[N:8][CH:9]=1)[CH3:15] |f:0.1|. Starting materials: O=C(O)c1ccc(C2=CCCC2)c(OCC2CC2)n1, CCO, [H][H]. The product is O=C(O)c1ccc(C2CCCC2)c(OCC2CC2)n1. As a reaction SMILES: [C:1]1([c:6]2[cH:7][cH:8][c:9]([C:17](=[O:18])[OH:19])[n:10][c:11]2[O:12][CH2:13][CH:14]2[CH2:15][CH2:16]2)=[CH:2][CH2:3][CH2:4][CH2:5]1.[CH3:22][CH2:23][OH:24].[H:20][H:21]>>[CH:1]1([c:6]2[cH:7][cH:8][c:9]([C:17](=[O:18])[OH:19])[n:10][c:11]2[O:12][CH2:13][CH:14]2[CH2:15][CH2:16]2)[CH2:2][CH2:3][CH2:4][CH2:5]1.